This data is from the Open Reaction Database (ORD), a public repository of structured organic reaction records. The task is: describe an organic reaction: reactants, conditions, products, and yield Starting materials: O=C([O-])O, O=C(Cl)OCc1ccccc1, Nc1ccc[nH]c1=O, [Na+], C1CCOC1. The product is O=C(Nc1ccc[nH]c1=O)OCc1ccccc1. RXN SMILES: [C:1](=[O:2])([OH:3])[O-:4].[Cl:6][C:7](=[O:8])[O:9][CH2:10][c:11]1[cH:12][cH:13][cH:14][cH:15][cH:16]1.[NH2:17][c:18]1[c:19](=[O:24])[nH:20][cH:21][cH:22][cH:23]1.[Na+:5].[O:25]1[CH2:26][CH2:27][CH2:28][CH2:29]1>>[C:7](=[O:8])([O:9][CH2:10][c:11]1[cH:12][cH:13][cH:14][cH:15][cH:16]1)[NH:17][c:18]1[c:19](=[O:24])[nH:20][cH:21][cH:22][cH:23]1. The reactants are CC(C)(C)OC(=O)N1CCC(C[P+](c2ccccc2)(c2ccccc2)c2ccccc2)CC1, ClCCl, [I-], [K+], [K+], O=C([O-])[O-], O=Cc1cc2ccncc2o1. Product: CC(C)(C)OC(=O)N1CCC(C=Cc2cc3ccncc3o2)CC1. RXN SMILES: [C:8]([CH3:9])([CH3:10])([CH3:11])[O:12][C:13](=[O:14])[N:15]1[CH2:16][CH2:17][CH:18]([CH2:21][P+:22]([c:23]2[cH:24][cH:25][cH:26][cH:27][cH:28]2)([c:29]2[cH:30][cH:31][cH:32][cH:33][cH:34]2)[c:35]2[cH:36][cH:37][cH:38][cH:39][cH:40]2)[CH2:19][CH2:20]1.[Cl:52][CH2:53][Cl:54].[I-:7].[K+:1].[K+:2].[O-:3][C:4]([O-:5])=[O:6].[o:41]1[c:42]([CH:50]=[O:51])[cH:43][c:44]2[c:45]1[cH:46][n:47][cH:48][cH:49]2>>[C:8]([CH3:9])([CH3:10])([CH3:11])[O:12][C:13](=[O:14])[N:15]1[CH2:16][CH2:17][CH:18]([CH:21]=[CH:50][c:42]2[o:41][c:45]3[c:44]([cH:43]2)[cH:49][cH:48][n:47][cH:46]3)[CH2:19][CH2:20]1. Reactants: O=C1OC(c2ccc(Cl)c(S(=O)(=O)Cl)c2)c2ccccc21, Clc1ccccc1. Product: O=C1OC(Cl)(c2ccc(Cl)c(S(=O)(=O)Cl)c2)c2ccccc21. RXN SMILES: [Cl:1][c:2]1[c:3]([S:18](=[O:19])(=[O:20])[Cl:21])[cH:4][c:5]([CH:8]2[O:9][C:10](=[O:11])[c:12]3[cH:13][cH:14][cH:15][cH:16][c:17]32)[cH:6][cH:7]1.[Cl:22][c:23]1[cH:24][cH:25][cH:26][cH:27][cH:28]1>>[Cl:1][c:2]1[c:3]([S:18](=[O:19])(=[O:20])[Cl:21])[cH:4][c:5]([C:8]2([Cl:22])[O:9][C:10](=[O:11])[c:12]3[cH:13][cH:14][cH:15][cH:16][c:17]32)[cH:6][cH:7]1. Procedure details: Maltotriose peracetate (71)36 (200 mg, 207 μmol) was taken up in DCM (1 mL) and 33% HBr/HOAc (0.7 mL) at 0° C. The mixture was stirred at 0° C. for four hours. The solution was diluted with DCM and washed with ice-water (×2), NaHCO3 (sat.) (×2) and brine (×1), before being dried (Na2SO4) and the solvent evaporated to yield the bromide 72 as white solid which was reacted on without further purification or characterisation. Conditions: temperature 0 celsius, time 4 hour. The reactants are CC(=O)OC[C@@H]1[C@H]([C@@H]([C@H]([C@H](O1)O[C@@H]2[C@H](OC([C@@H]([C@H]2OC(=O)C)OC(=O)C)OC(=O)C)COC(=O)C)OC(=O)C)OC(=O)C)O[C@@H]3[C@@H]([C@H]([C@@H]([C@H](O3)COC(=O)C)OC(=O)C)OC(=O)C)OC(=O)C (Maltotriose peracetate), Br.CC(=O)O (HBr HOAc). Product: C(C)(=O)O[C@H]1[C@H](O[C@@H]([C@H]([C@@H]1OC(C)=O)OC(C)=O)COC(C)=O)O[C@H]1[C@@H]([C@H]([C@H](O[C@@H]1COC(C)=O)O[C@H]1[C@@H]([C@H]([C@H](O[C@@H]1COC(C)=O)Br)OC(C)=O)OC(C)=O)OC(C)=O)OC(C)=O (2,3,4,6-tetra-O-acetyl-α-D-glucopyranosyl-(1→4)-2,3,6-tri-O-acetyl-α-D-glucopyranosyl-(1→4)-2,3,6-tri-O-acetyl-α-D-glucopyranosyl bromide). Run in C(Cl)Cl (DCM), C(Cl)Cl (DCM). As a reaction SMILES: [CH3:1][C:2]([O:4][CH2:5][C@H:6]1[O:11][C@H:10]([O:12][C@H:13]2[C@H:18]([O:19][C:20]([CH3:22])=[O:21])[C@@H:17]([O:23][C:24]([CH3:26])=[O:25])[CH:16](OC(C)=O)[O:15][C@@H:14]2[CH2:31][O:32][C:33]([CH3:35])=[O:34])[C@H:9]([O:36][C:37]([CH3:39])=[O:38])[C@@H:8]([O:40][C:41]([CH3:43])=[O:42])[C@@H:7]1[O:44][C@H:45]1[O:50][C@H:49]([CH2:51][O:52][C:53]([CH3:55])=[O:54])[C@@H:48]([O:56][C:57]([CH3:59])=[O:58])[C@H:47]([O:60][C:61]([CH3:63])=[O:62])[C@H:46]1[O:64][C:65]([CH3:67])=[O:66])=[O:3].[BrH:68].CC(O)=O>C(Cl)Cl>[C:65]([O:64][C@@H:46]1[C@@H:47]([O:60][C:61](=[O:62])[CH3:63])[C@H:48]([O:56][C:57](=[O:58])[CH3:59])[C@@H:49]([CH2:51][O:52][C:53](=[O:54])[CH3:55])[O:50][C@@H:45]1[O:44][C@@H:7]1[C@@H:6]([CH2:5][O:4][C:2](=[O:3])[CH3:1])[O:11][C@H:10]([O:12][C@@H:13]2[C@@H:14]([CH2:31][O:32][C:33](=[O:34])[CH3:35])[O:15][C@H:16]([Br:68])[C@H:17]([O:23][C:24](=[O:25])[CH3:26])[C@H:18]2[O:19][C:20](=[O:21])[CH3:22])[C@H:9]([O:36][C:37](=[O:38])[CH3:39])[C@H:8]1[O:40][C:41](=[O:42])[CH3:43])(=[O:66])[CH3:67] |f:1.2|.